This data is from the Open Reaction Database (ORD), a public repository of structured organic reaction records. The task is: describe an organic reaction: reactants, conditions, products, and yield The reactants are C[Si](C)(C)CC(N)=O, CCOC(C)=O, CN(C)C=O, CON=C(C(=O)O)C1(CBr)OCCO1, NC1C(=O)N2C1SCC(O)C2C(=O)O, O, O=P(Cl)(Cl)Cl. Product: CON=C(C(=O)NC1C(=O)N2C1SCC(O)C2C(=O)O)C1(CBr)OCCO1. RXN SMILES: [CH3:34][Si:35]([CH2:36][C:37]([NH2:38])=[O:39])([CH3:40])[CH3:41].[CH3:42][CH2:43][O:44][C:45](=[O:46])[CH3:47].[CH3:49][N:50]([CH3:51])[CH:52]=[O:53].[CH3:6][O:7][N:8]=[C:9]([C:10](=[O:11])[OH:12])[C:13]1([CH2:14][Br:15])[O:16][CH2:17][CH2:18][O:19]1.[NH2:20][CH:21]1[CH:22]2[N:23]([CH:24]([C:29](=[O:30])[OH:31])[CH:25]([OH:28])[CH2:26][S:27]2)[C:32]1=[O:33].[OH2:48].[P:1]([Cl:2])([Cl:3])([Cl:4])=[O:5]>>[CH3:6][O:7][N:8]=[C:9]([C:10](=[O:12])[NH:20][CH:21]1[CH:22]2[N:23]([CH:24]([C:29](=[O:30])[OH:31])[CH:25]([OH:28])[CH2:26][S:27]2)[C:32]1=[O:33])[C:13]1([CH2:14][Br:15])[O:16][CH2:17][CH2:18][O:19]1. The reactants are BrC=1SC=CN1 (2-Bromothiazole), C(#C)[Si](C)(C)C (ethynyl-trimethyl-silane), TEA. The reagents and catalysts are Cl[Pd]([P](C1=CC=CC=C1)(C2=CC=CC=C2)C3=CC=CC=C3)([P](C4=CC=CC=C4)(C5=CC=CC=C5)C6=CC=CC=C6)Cl (PdCl2(PPh3)2), [Cu]I (CuI). Solvent: C1CCOC1 (THF). The product is C[Si](C#CC=1SC=CN1)(C)C (2-Trimethylsilanylethynyl-thiazole). As a reaction SMILES: Br[C:2]1[S:3][CH:4]=[CH:5][N:6]=1.[C:7]([Si:9]([CH3:12])([CH3:11])[CH3:10])#[CH:8]>C1COCC1.Cl[Pd](Cl)([P](C1C=CC=CC=1)(C1C=CC=CC=1)C1C=CC=CC=1)[P](C1C=CC=CC=1)(C1C=CC=CC=1)C1C=CC=CC=1.[Cu]I>[CH3:10][Si:9]([CH3:12])([CH3:11])[C:7]#[C:8][C:2]1[S:3][CH:4]=[CH:5][N:6]=1 |^1:20,39|. Procedure: A solution of 2-Bromothiazole (Aldrich, 5.0 g, 30.5 mmol), ethynyl-trimethyl-silane (Aldrich, 3.0 g, 30.5 mmol), PdCl2(PPh3)2 (Aldrich, 500 mg, 0.71 mmol) and CuI (Aldrich, 400 mg, 1.52 mmol) in THF (20 mL) was treated with TEA (5 mL) at room temperature for 20 min. The reaction was heated at 60 for 4 hours. The solid was filtered off through a pad of celite and the filtrate was concentrated to give yellow solid, which was then purified by silica gel column on a CombiFlash® system using hexanes ...